Dataset: the Open Reaction Database (ORD), a public repository of structured organic reaction records. Task: describe an organic reaction: reactants, conditions, products, and yield Starting materials: CS(=O)(=O)OCC1=CC2=C(C=N1)N=CN2C=2SC(=C(C2)O[C@H](C)C2=C(C=CC=C2)C(F)(F)F)C(N)=O ([1-(5-carbamoyl-4-{(1R)-1-[2-(trifluoromethyl)phenyl]ethoxy}-2-thienyl)-1H-imidazo[4,5-c]pyridin-6-yl]methyl methanesulfonate), CN1CC(NCC1)CO ((4-methylpiperazin-2-yl)methanol), C(C)(C)(C)OC(=O)N1C(CNCC1)C(=O)O (1-(tert-butoxycarbonyl)piperazine-2-carboxylic acid), C(C)(C)(C)OC(=O)N1[C@@H](CNCC1)C(=O)O ((2S)-1-(tert-butoxycarbonyl)piperazine-2-carboxylic acid). Solvent: ClCCl (dichloromethane), C(C)N(CC)CC (triethylamine), O (Water). Reaction conditions: time 16 hour. Yields the product OCC1N(CCN(C1)C)CC1=CC2=C(C=N1)N=CN2C2=CC(=C(S2)C(=O)N)O[C@H](C)C2=C(C=CC=C2)C(F)(F)F (5-(6-{[2-(hydroxymethyl)-4-methylpiperazin-1-yl]methyl}-1H-imidazo[4,5-c]pyridin-1-yl)-3-{(1R)-1-[2-(trifluoromethyl)phenyl]ethoxy}thiophene-2-carboxamide). RXN SMILES: CS(O[CH2:6][C:7]1[N:12]=[CH:11][C:10]2[N:13]=[CH:14][N:15]([C:16]3[S:17][C:18]([C:34](=[O:36])[NH2:35])=[C:19]([O:21][C@@H:22]([C:24]4[CH:29]=[CH:28][CH:27]=[CH:26][C:25]=4[C:30]([F:33])([F:32])[F:31])[CH3:23])[CH:20]=3)[C:9]=2[CH:8]=1)(=O)=O.[CH3:37][N:38]1[CH2:43][CH2:42][NH:41][CH:40]([CH2:44][OH:45])[CH2:39]1.C(OC(N1CCNCC1C(O)=O)=O)(C)(C)C.C(OC(N1CCNC[C@H]1C(O)=O)=O)(C)(C)C>ClCCl.O.C(N(CC)CC)C>[OH:45][CH2:44][CH:40]1[CH2:39][N:38]([CH3:37])[CH2:43][CH2:42][N:41]1[CH2:6][C:7]1[N:12]=[CH:11][C:10]2[N:13]=[CH:14][N:15]([C:16]3[S:17][C:18]([C:34]([NH2:35])=[O:36])=[C:19]([O:21][C@@H:22]([C:24]4[CH:29]=[CH:28][CH:27]=[CH:26][C:25]=4[C:30]([F:33])([F:32])[F:31])[CH3:23])[CH:20]=3)[C:9]=2[CH:8]=1. Reported procedure: A mixture of 270 mg of [1-(5-carbamoyl-4-{(1R)-1-[2-(trifluoromethyl)phenyl]ethoxy}-2-thienyl)-1H-imidazo[4,5-c]pyridin-6-yl]methyl methanesulfonate and 130 mg of (4-methylpiperazin-2-yl)methanol (synthesized starting from commercially available 1-(tert-butoxycarbonyl)piperazine-2-carboxylic acid in one step in analogy to the synthesis of (2S)-1-(tert-butoxycarbonyl)piperazine-2-carboxylic acid described in patent application WO2005/026152) in 10 ml dichloromethane is stirred at room temperature... Run in O (water). Starting materials: C(C1=CC=C(C=C1)OC)(=O)[C@@]([C@@](C(=O)O)(O)C(C1=CC=C(C=C1)OC)=O)(O)C(=O)O.ClC=1C=C(C=CC1Cl)[C@@]1(CNCC1)CCO ((S)-3-(3,4-dichlorophenyl)-3-(2-hydroxyethyl)pyrrolidine (R,R)-di-p-anisoyltartaric acid salt), COC=1C=C(C(=O)Cl)C=C(C1OC)OC (3,4,5-trimethoxybenzoyl chloride), C(C)#N (acetonitrile), C([O-])(O)=O.[Na+] (sodium bicarbonate). Product: COC=1C=C(C(=O)N2C[C@@](CC2)(CCO)C2=CC(=C(C=C2)Cl)Cl)C=C(C1OC)OC ((S)-(+)-1-(3,4,5-trimethoxybenzoyl)-3-(3,4-dichlorophenyl)-3-(2-hydroxyethyl)pyrrolidine). Reported procedure: Combine (S)-3-(3,4-dichlorophenyl)-3-(2-hydroxyethyl)pyrrolidine (R,R)-di-p-anisoyltartaric acid salt (0.14 g, 0.21 mmol) ethyl acetate (15 mL), acetonitrile (6 mL), water (6 mL), and sodium bicarbonate (0.09 g, 1.03 mmol). Cool to 0° C. in an salt-ice bath. Add 3,4,5-trimethoxybenzoyl chloride (0.048 g, 0.21 mmol). After 30 minutes, warm to ambient temperature. After 30 minutes at ambient temperature, partition the reaction mixture between ethyl acetate and brine. Extract the organic layer with... Conditions: temperature 0 celsius, time 30 minute. Reaction SMILES: C([C@](C(O)=O)(O)[C@](C(=O)C1C=CC(OC)=CC=1)(O)C(O)=O)(=O)C1C=CC(OC)=CC=1.[Cl:31][C:32]1[CH:33]=[C:34]([C@@:39]2([CH2:44][CH2:45][OH:46])[CH2:43][CH2:42][NH:41][CH2:40]2)[CH:35]=[CH:36][C:37]=1[Cl:38].C(#N)C.C(=O)(O)[O-].[Na+].[CH3:55][O:56][C:57]1[CH:58]=[C:59]([CH:63]=[C:64]([O:68][CH3:69])[C:65]=1[O:66][CH3:67])[C:60](Cl)=[O:61]>O>[CH3:69][O:68][C:64]1[CH:63]=[C:59]([CH:58]=[C:57]([O:56][CH3:55])[C:65]=1[O:66][CH3:67])[C:60]([N:41]1[CH2:42][CH2:43][C@@:39]([C:34]2[CH:35]=[CH:36][C:37]([Cl:38])=[C:32]([Cl:31])[CH:33]=2)([CH2:44][CH2:45][OH:46])[CH2:40]1)=[O:61] |f:0.1,3.4|. Starting materials: BrC=1N=C2C(=NC1)NC=C2C(C(C)(C)C)=O (1-(2-bromo-5H-pyrrolo[2,3-b]pyrazin-7-yl)-2,2-dimethyl-propan-1-one), CC1(OB(OC1(C)C)C=1C=CC(=NC1)N1CCOCC1)C (4-[5-(4,4,5,5-tetramethyl-1,3,2-dioxaborolan-2-yl)-2-pyridinyl]morpholine), C(=O)([O-])[O-].[K+].[K+] (K2CO3). Reagents/catalysts: C=1C=CC(=CC1)[P](C=2C=CC=CC2)(C=3C=CC=CC3)[Pd]([P](C=4C=CC=CC4)(C=5C=CC=CC5)C=6C=CC=CC6)([P](C=7C=CC=CC7)(C=8C=CC=CC8)C=9C=CC=CC9)[P](C=1C=CC=CC1)(C=1C=CC=CC1)C=1C=CC=CC1 (tetrakis(triphenylphosphine)palladium(0)). Run in CO (MeOH), C(Cl)Cl (DCM). Run at temperature 110 celsius, time 25 minute. The product is CC(C(=O)C1=CNC2=NC=C(N=C21)C=2C=NC(=CC2)N2CCOCC2)(C)C (2,2-Dimethyl-1-[2-(6-morpholin-4-yl-pyridin-3-yl)-5H-pyrrolo[2,3-b]pyrazin-7-yl]-propan-1-one). Isolated yield 56.4%. Reaction SMILES: Br[C:2]1[N:3]=[C:4]2[C:10]([C:11](=[O:16])[C:12]([CH3:15])([CH3:14])[CH3:13])=[CH:9][NH:8][C:5]2=[N:6][CH:7]=1.CC1(C)C(C)(C)OB([C:25]2[CH:26]=[CH:27][C:28]([N:31]3[CH2:36][CH2:35][O:34][CH2:33][CH2:32]3)=[N:29][CH:30]=2)O1.C([O-])([O-])=O.[K+].[K+]>CO.C(Cl)Cl.C1C=CC([P]([Pd]([P](C2C=CC=CC=2)(C2C=CC=CC=2)C2C=CC=CC=2)([P](C2C=CC=CC=2)(C2C=CC=CC=2)C2C=CC=CC=2)[P](C2C=CC=CC=2)(C2C=CC=CC=2)C2C=CC=CC=2)(C2C=CC=CC=2)C2C=CC=CC=2)=CC=1>[CH3:13][C:12]([CH3:15])([CH3:14])[C:11]([C:10]1[C:4]2[C:5](=[N:6][CH:7]=[C:2]([C:25]3[CH:30]=[N:29][C:28]([N:31]4[CH2:32][CH2:33][O:34][CH2:35][CH2:36]4)=[CH:27][CH:26]=3)[N:3]=2)[NH:8][CH:9]=1)=[O:16] |f:2.3.4,^1:52,54,73,92|. Procedure details: A mixture of 1-(2-bromo-5H-pyrrolo[2,3-b]pyrazin-7-yl)-2,2-dimethyl-propan-1-one (0.1 g, 0.354 mmol), commercially available 4-[5-(4,4,5,5-tetramethyl-1,3,2-dioxaborolan-2-yl)-2-pyridinyl]morpholine (0.206 g, 0.709 mmol), K2CO3 (0.147 g, 1.063 mmol) and tetrakis(triphenylphosphine)palladium(0) (0.041 g, 35 micomol) in 3 mL of MeOH and 1 mL of DCM was degassed by bubbling argon through the mixture. It was then stirred at 110° C. for 25 minutes under microwave irradiation before being cooled to RT... Reactants: [OH-].[Na+] (sodium hydroxide), C(Cl)(Cl)Cl (chloroform), [N+](=O)([O-])C1=CC=C(OCCN2C=NC=C2)C=C1 (1-[2-(4-nitrophenoxy)ethyl]imidazole). The reagents and catalysts are [Fe] (Iron). Run in Cl (hydrochloric acid). Yields the product NC1=CC=C(OCCN2C=NC=C2)C=C1 (1-[2-(4-aminophenoxy)ethyl]imidazole). Yield: 69.8%. As a reaction SMILES: [N+:1]([C:4]1[CH:17]=[CH:16][C:7]([O:8][CH2:9][CH2:10][N:11]2[CH:15]=[CH:14][N:13]=[CH:12]2)=[CH:6][CH:5]=1)([O-])=O.[OH-].[Na+].C(Cl)(Cl)Cl>Cl.[Fe]>[NH2:1][C:4]1[CH:5]=[CH:6][C:7]([O:8][CH2:9][CH2:10][N:11]2[CH:15]=[CH:14][N:13]=[CH:12]2)=[CH:16][CH:17]=1 |f:1.2|. Procedure: Iron powder (6.0 g) was added in portions to a warm solution of 1-[2-(4-nitrophenoxy)ethyl]imidazole (3.7 g) in 5N hydrochloric acid (60 ml). After 20 minutes the solution was cooled, made basic with dilute sodium hydroxide solution and the mixture was shaken with chloroform and filtered. The chloroform layer of the filtrate was separated, dried (Na2SO4) and evaporated to give a solid which was crystallised from ethyl acetate/petrol to give 1-[2-(4-aminophenoxy)ethyl]imidazole (2.25 g) m.p. 91°-... Reactants: Cc1ccc(N)cc1C, O=Cc1ccccc1Cl. The product is Cc1cc(N)c(C(=O)c2ccccc2Cl)cc1C. Reaction SMILES: [CH3:10][c:11]1[cH:12][c:13]([NH2:14])[cH:15][cH:16][c:17]1[CH3:18].[Cl:1][c:2]1[c:3]([CH:4]=[O:5])[cH:6][cH:7][cH:8][cH:9]1>>[Cl:1][c:2]1[c:3]([C:4](=[O:5])[c:15]2[c:13]([NH2:14])[cH:12][c:11]([CH3:10])[c:17]([CH3:18])[cH:16]2)[cH:6][cH:7][cH:8][cH:9]1. The reactants are C(Cl)Cl.CN(C)C=O (CH2Cl2 DMF), C[Si](CCO)(C)C (2-trimethylsilylethanol), C(=O)(OCC1C2=CC=CC=C2C2=CC=CC=C12)NCCCI (N-Fmoc-3-iodopropylamine), NC(=O)N (urea). The solvent is CC#N (MeCN), CC#N (MeCN). Run at time 16 hour. Yields the product COC(C(CC=1N=CN(C1)CCCNC(=O)OCC1C2=CC=CC=C2C=2C=CC=CC12)NC(CC[Si](C)(C)C)=O)=O (3-(1-[3-(9H-Fluoren-9-ylmethoxycarbonylamino)-propyl]-1H-imidazol-4-yl)-2-(3-trimethylsilanyl-propionylamino)-propionic acid methyl ester). Reaction SMILES: [C:1]([NH:18][CH2:19][CH2:20][CH2:21]I)([O:3][CH2:4][CH:5]1[C:17]2[C:12](=[CH:13][CH:14]=[CH:15][CH:16]=2)[C:11]2[C:6]1=[CH:7][CH:8]=[CH:9][CH:10]=2)=[O:2].C(Cl)Cl.[CH3:26][N:27]([CH:29]=[O:30])C.[NH2:31][C:32]([NH2:34])=O.[CH3:35][Si:36]([CH3:41])([CH3:40])[CH2:37][CH2:38]O>CC#N>[CH3:4][O:3][C:1](=[O:2])[CH:26]([NH:27][C:29](=[O:30])[CH2:38][CH2:37][Si:36]([CH3:41])([CH3:40])[CH3:35])[CH2:17][C:5]1[N:31]=[CH:32][N:34]([CH2:21][CH2:20][CH2:19][NH:18][C:1]([O:3][CH2:4][CH:5]2[C:17]3[CH:16]=[CH:15][CH:14]=[CH:13][C:12]=3[C:11]3[C:6]2=[CH:7][CH:8]=[CH:9][CH:10]=3)=[O:2])[CH:6]=1 |f:1.2|. Procedure details: A mixture of 3 (196 mg; 1.0 mmol) and N-Fmoc-3-iodopropylamine (1.22 g; 3.0 mmol) in MeCN (40 ml) was heated at reflux for 4.5 days. When compound 3, urea derivative, was not detectable by TLC, the reaction mixture was concentrated in vacuo, resulting in a white solid. The solid material was redissolved in MeCN (40 ml) and 2-trimethylsilylethanol (355 mg; 3.0 mmol) and dipea (259 mg; 2.0 mmol) were added. The resulting mixture was stirred at RT under N2 for 16 hrs. The solvent was removed in vac... Reactants: [Li]C(C)(C)C, C1CCOC1, CCCCC, CCOC(C)=O, CC(C)Oc1c(OC(C)C)c(=O)c1=O, [Cl-], O=C(OC(=O)C(F)(F)F)C(F)(F)F, [NH4+]. Yields the product CC(C)Oc1c(C(C)(C)C)c(=O)c1=O. As a reaction SMILES: [C:1]([CH3:2])([CH3:3])([CH3:4])[Li:5].[CH2:40]1[O:41][CH2:42][CH2:43][CH2:44]1.[CH3:35][CH2:36][CH2:37][CH2:38][CH3:39].[CH3:45][CH2:46][O:47][C:48]([CH3:49])=[O:50].[CH:6]([O:7][c:10]1[c:11](=[O:19])[c:12](=[O:18])[c:13]1[O:14][CH:15]([CH3:16])[CH3:17])([CH3:8])[CH3:9].[Cl-:33].[F:20][C:21]([F:22])([F:23])[C:24]([O:25][C:26](=[O:27])[C:28]([F:29])([F:30])[F:31])=[O:32].[NH4+:34]>>[C:1]([CH3:2])([CH3:3])([CH3:4])[c:10]1[c:11](=[O:19])[c:12](=[O:18])[c:13]1[O:14][CH:15]([CH3:16])[CH3:17].